Dataset: the Open Reaction Database (ORD), a public repository of structured organic reaction records. Task: describe an organic reaction: reactants, conditions, products, and yield Reaction conditions: temperature 0 celsius. The solvent is C(Cl)Cl (CH2Cl2). Procedure: Bromomethyl methyl ether (0.25 mL, 3.06 mmol) was added dropwise to a cold (0° C.) solution of the compound prepared in Part A (0.222 g, 1.79 mmol) and N,N-diisopropylethylamine (0.47 mL, 2.68 mmol) in CH2Cl2 (10 mL). The resulting mixture stirred at 0° C. for 2½ hr, water was added and layers separated. The CH2Cl2 layer was dried over MgSO4, filtered and evaporated in vacuo to give the desired MOM protected amino pyridine product. The reactants are COCBr (Bromomethyl methyl ether), C(C)(C)N(C(C)C)CC (N,N-diisopropylethylamine), NC1=NC=CC=C1 (amino pyridine), O (water). As a reaction SMILES: [CH3:1][O:2][CH2:3]Br.[CH:5](N(CC)C(C)C)(C)C.[OH2:14].[NH2:15][C:16]1[CH:21]=[CH:20][CH:19]=[CH:18][N:17]=1>C(Cl)Cl>[CH3:5][O:14][CH2:1][O:2][CH2:3][C:19]1[CH:20]=[CH:21][C:16]([NH2:15])=[N:17][CH:18]=1. Product: COCOCC=1C=CC(=NC1)N (5-Methoxymethoxymethyl-pyridin-2-ylamine).